Dataset: the Open Reaction Database (ORD), a public repository of structured organic reaction records. Task: describe an organic reaction: reactants, conditions, products, and yield Reactants: C(C)(C)(C)C1=NNC=C1 (3-tert-butylpyrazole), [H-].[Na+] (Sodium hydride), N1=CC=CC2=C1NC1=C(N(C2)C(=O)C2=C(C=C(C=C2)F)C(F)(F)F)C=CC=C1 ((6,11-Dihydro-5H-pyrido[2,3-b][1,5]benzodiazepin-6-yl)-(4-fluoro-2-trifluoromethyl-phenyl)-methanone). The solvent is CCCCCC (hexane). Run at time 30 minute. Product: C(C)(C)(C)C1=NN(C=C1)C1=CC(=C(C=C1)C(=O)N1CC2=C(NC3=C1C=CC=C3)N=CC=C2)C(F)(F)F ([4-(3-tert-Butyl-1H-pyrazol-1-yl)-2-(trifluoromethyl)-phenyl]-(6,11-dihydro-5H-pyrido[2,3-b][1,5]benzodiazepin-6-yl)-methanone). Yield: 36.0%. Reaction SMILES: [H-].[Na+].[C:3]([C:7]1[CH:11]=[CH:10][NH:9][N:8]=1)([CH3:6])([CH3:5])[CH3:4].[N:12]1[C:17]2[NH:18][C:19]3[CH:39]=[CH:38][CH:37]=[CH:36][C:20]=3[N:21]([C:23]([C:25]3[CH:30]=[CH:29][C:28](F)=[CH:27][C:26]=3[C:32]([F:35])([F:34])[F:33])=[O:24])[CH2:22][C:16]=2[CH:15]=[CH:14][CH:13]=1>CCCCCC>[C:3]([C:7]1[CH:11]=[CH:10][N:9]([C:28]2[CH:29]=[CH:30][C:25]([C:23]([N:21]3[C:20]4[CH:36]=[CH:37][CH:38]=[CH:39][C:19]=4[NH:18][C:17]4[N:12]=[CH:13][CH:14]=[CH:15][C:16]=4[CH2:22]3)=[O:24])=[C:26]([C:32]([F:33])([F:35])[F:34])[CH:27]=2)[N:8]=1)([CH3:6])([CH3:5])[CH3:4] |f:0.1|. Reported procedure: Sodium hydride (60% suspension in oil, 0.12 g, 3.0 mmol) was washed with hexane, dried under nitrogen and resuspended in dry dimethylformamide (10 mL). 3-tert-butylpyrazole (0.20 g, 1.6 mmol) was added in one portion at ambient temperature, and the stirring was continued until the gas evolution subsided. The (6,11-dihydro-5H-pyrido[2,3-b][1,5]benzodiazepin-6-yl)-[4-fluoro-2-trifluoromethyl-phenyl]-methanone of Example 4, Step B (0.50 g, 1.3 mmol) was added in one portion to the clear solution. T... Starting materials: COC(=O)Cl (chloroformic acid methyl ester), CSCCOC1=C(C=CC=C1)NN (2-(2-methylthioethoxy)-phenylhydrazine), O (H2O). Run in O1CCCC1 (tetrahydrofuran), C(C)N(C(C)C)C(C)C (N-ethyldiisopropylamine). Conditions: temperature 20 celsius, time 2 hour. Yields the product COC(=O)NNC1=C(C=CC=C1)OCCSC (2-[2-(methylthioethoxy)-phenyl]-hydrazinecarboxylic acid methyl ester). RXN SMILES: [CH3:1][O:2][C:3](Cl)=[O:4].[CH3:6][S:7][CH2:8][CH2:9][O:10][C:11]1[CH:16]=[CH:15][CH:14]=[CH:13][C:12]=1[NH:17][NH2:18].O>O1CCCC1.C(N(C(C)C)C(C)C)C>[CH3:1][O:2][C:3]([NH:18][NH:17][C:12]1[CH:13]=[CH:14][CH:15]=[CH:16][C:11]=1[O:10][CH2:9][CH2:8][S:7][CH3:6])=[O:4]. Reported procedure: 5.6 ml of chloroformic acid methyl ester are added dropwise at 0° C. to 14.4 g of 2-(2-methylthioethoxy)-phenylhydrazine in 100 ml of tetrahydrofuran and 14 g of N-ethyldiisopropylamine. The reaction mixture is stirred at 20° C. for 2 hours; H2O is then added, and the mixture is repeatedly extracted with ethyl acetate. After customary further processing, a solid is obtained, and this is recrystallised from alcohol to thus yield the compond of the formula ##STR62## having a melting point of 92°-9...